From a dataset of the Open Reaction Database (ORD), a public repository of structured organic reaction records. describe an organic reaction: reactants, conditions, products, and yield Reactants: [Li+].[OH-] (LiOH), S1CCN(CC1)CC1=CC=C(C=C1)C1=CC=C(C=C1)CCC(=O)C=1OC(=CN1)C1=CC=CC(=N1)C(=O)OC (Methyl 6-(2-(3-(4′-(thiomorpholinomethyl)biphenyl-4-yl)propanoyl)oxazol-5-yl)pyridine-2-carboxylate), Cl (HCl). The solvent is C(Cl)Cl (CH2Cl2), C1CCOC1.O (THF H2O). Yields the product S1CCN(CC1)CC1=CC=C(C=C1)C1=CC=C(C=C1)CCC(=O)C=1OC(=CN1)C1=CC=CC(=N1)C(=O)O (6-(2-(3-(4′-(thiomorpholinomethyl)biphenyl-4-yl)propanoyl)oxazol-5-yl)pyridine-2-carboxylic acid). Isolated yield 87.1%. RXN SMILES: [S:1]1[CH2:6][CH2:5][N:4]([CH2:7][C:8]2[CH:13]=[CH:12][C:11]([C:14]3[CH:19]=[CH:18][C:17]([CH2:20][CH2:21][C:22]([C:24]4[O:25][C:26]([C:29]5[N:34]=[C:33]([C:35]([O:37]C)=[O:36])[CH:32]=[CH:31][CH:30]=5)=[CH:27][N:28]=4)=[O:23])=[CH:16][CH:15]=3)=[CH:10][CH:9]=2)[CH2:3][CH2:2]1.[Li+].[OH-].Cl>C1COCC1.O.C(Cl)Cl>[S:1]1[CH2:6][CH2:5][N:4]([CH2:7][C:8]2[CH:9]=[CH:10][C:11]([C:14]3[CH:19]=[CH:18][C:17]([CH2:20][CH2:21][C:22]([C:24]4[O:25][C:26]([C:29]5[N:34]=[C:33]([C:35]([OH:37])=[O:36])[CH:32]=[CH:31][CH:30]=5)=[CH:27][N:28]=4)=[O:23])=[CH:16][CH:15]=3)=[CH:12][CH:13]=2)[CH2:3][CH2:2]1 |f:1.2,4.5|. Reported procedure: Methyl 6-(2-(3-(4′-(thiomorpholinomethyl)biphenyl-4-yl)propanoyl)oxazol-5-yl)pyridine-2-carboxylate (105 mg, 0.199 mmol) was dissolved in THF/H2O (3:2, 15 mL) and LiOH (14 mg, 0.60 mmol) was added. The reaction solution was stirred at room temperature under an atmosphere of Ar for 40 min before the addition of aqueous 1 N HCl to pH 4. The reaction solution was diluted with CH2Cl2 and the organic and aqueous layers were separated. The aqueous layer was made basic to pH 8 with the addition of satu...